describe an organic reaction: reactants, conditions, products, and yield From a dataset of the Open Reaction Database (ORD), a public repository of structured organic reaction records. Reactants: CN(C)CCn1ncc2ccc([N+](=O)[O-])cc21, CCO, [Cl-], [Fe], [NH4+], O. The product is CN(C)CCn1ncc2ccc(N)cc21. RXN SMILES: [CH3:1][N:2]([CH2:3][CH2:4][n:5]1[n:6][cH:7][c:8]2[cH:9][cH:10][c:11]([N+:14]([O-:15])=[O:16])[cH:12][c:13]12)[CH3:17].[CH3:21][CH2:22][OH:23].[Cl-:18].[Fe:20].[NH4+:19].[OH2:24]>>[CH3:1][N:2]([CH2:3][CH2:4][n:5]1[n:6][cH:7][c:8]2[cH:9][cH:10][c:11]([NH2:14])[cH:12][c:13]12)[CH3:17].